Dataset: the Open Reaction Database (ORD), a public repository of structured organic reaction records. Task: describe an organic reaction: reactants, conditions, products, and yield Reactants: C(C)OC(=O)N(C(=NC)NC)C (N-ethoxycarbonyl-N,N', N"-trimethylguanidine), ClC1=CC(=C(C=C1OCC1=CC=CC=C1)N=C=O)F (4-chloro-2-fluoro-5-(phenylmethoxy)phenyl isocyanate), C1(=CC=CC=C1)C (toluene), C1(=CC=CC=C1)C (toluene), N-[N-[4-chloro-2-fluoro-5-(phenylmethoxy) phenyl]carbamoyl-N',N'-dimethylamidino]-N-methylcarbamate, CNC (dimethylamine), C1(=CC=CC=C1)C (toluene), C1(=CC=CC=C1)C (toluene). The reagents and catalysts are C[O-].[Na+] (sodium methoxide). Run at time 30 minute. The product is ClC1=CC(=C(C=C1OCC1=CC=CC=C1)N1C(N(C(=NC1=O)N(C)C)C)=O)F (3-[4-chloro-2-fluoro-5-(phenylmethoxy)-phenyl]-6-(dimethylamino)-1-methyl-1,3,5-triazine-2,4(1H,3H)-dione). As a reaction SMILES: C(O[C:4]([N:6]([CH3:12])[C:7]([NH:10]C)=[N:8][CH3:9])=[O:5])C.[Cl:13][C:14]1[C:19]([O:20]CC2C=CC=CC=2)=[CH:18][C:17]([N:28]=[C:29]=[O:30])=[C:16]([F:31])[CH:15]=1.[CH3:32]NC.[C:35]1([CH3:41])[CH:40]=[CH:39][CH:38]=[CH:37][CH:36]=1>C[O-].[Na+]>[Cl:13][C:14]1[C:19]([O:20][CH2:41][C:35]2[CH:40]=[CH:39][CH:38]=[CH:37][CH:36]=2)=[CH:18][C:17]([N:28]2[C:29](=[O:30])[N:10]=[C:7]([N:8]([CH3:32])[CH3:9])[N:6]([CH3:12])[C:4]2=[O:5])=[C:16]([F:31])[CH:15]=1 |f:4.5|. Procedure: To a solution of 5.05 g (29.2 mmol) of N-ethoxycarbonyl-N,N', N"-trimethylguanidine in 25 mL of toluene was added a solution of 7.72 g (27.8 mmol) of 4-chloro-2-fluoro-5-(phenylmethoxy)phenyl isocyanate in 50 mL of toluene over a period of 30 min while maintaining the temperature between 55° C. and 80° C. It was then stirred at the same temperature for an hour. To a solution of the resulting N-[N-[4-chloro-2-fluoro-5-(phenylmethoxy) phenyl]carbamoyl-N',N'-dimethylamidino]-N-methylcarbamate in to... Reactants: intermediate 16.1, COC1([C@@H](NCC1)C\C=C/CCCC(=O)OC)OC (methyl(5Z)-7-[(2S)-3,3-dimethoxypyrrolidin-2-yl]hept-5-enoate), intermediate 16.2, intermediate 18.3, Intermediate 18.4, COC1([C@@H](N(CC1)CCC(C1(CC1)C1=CC=CC=C1)=O)C\C=C/CCCC(=O)OC)OC (methyl(5Z)-7-{(2S)-3,3-dimethoxy-1-[3-oxo-3-(1-phenylcyclo-propyl)propyl]pyrrolidin-2-yl}hept-5-enoate), intermediate 13.2, intermediate 13.1, Intermediate 18.3, C1(=CC=CC=C1)C1(CC1)C(=O)O (1-phenyl-1cyclopropane carboxylic acid), C1(=CC=CC=C1)C1(CC1)C(C=C)=O (1-(1-phenylcyclopropyl)prop-2-en-1-one), intermediate 18.2, COC1([C@@H](NCC1)C\C=C/CCCC(=O)OC)OC (methyl(5Z)-7-[(2S)-3,3-dimethoxypyrrolidin-2-yl]hept-5-enoate), Intermediate 18.2, using intermediate 16.1. The solvent is CCOC(=O)C.CCCCCC (EtOAc hexane), CCOC(=O)C.CCCCCC (EtOAc hexane), CCOC(=O)C.CCCCCC (EtOAc hexane), CCOC(=O)C.CCCCCC (EtOAc hexane). The product is CON(C(=O)C1(CC1)C1=CC=CC=C1)C (N-methoxy-N-methyl-1-phenylcyclopropanecarboxamide). As a reaction SMILES: [C:1]1([C:7]2([C:10]([OH:12])=O)[CH2:9][CH2:8]2)[CH:6]=[CH:5][CH:4]=[CH:3][CH:2]=1.C1(C2([C:22](=[O:25])C=C)CC2)C=CC=CC=1.COC1(OC)CC[N:30](CCC(=O)C2(C3C=CC=CC=3)CC2)[C@H:29]1C/C=C\CCCC(OC)=O.COC1(OC)CCN[C@H]1C/C=C\CCCC(OC)=O>CCOC(C)=O.CCCCCC>[CH3:22][O:25][N:30]([CH3:29])[C:10]([C:7]1([C:1]2[CH:6]=[CH:5][CH:4]=[CH:3][CH:2]=2)[CH2:9][CH2:8]1)=[O:12] |f:4.5|. Procedure: The title compound was prepared according to the procedure described for intermediate 16.1 from 1-phenyl-1cyclopropane carboxylic acid. Rf 0.30 (EtOAc/hexanes 3/7). Intermediate 18.2: 1-(1-phenylcyclopropyl)prop-2-en-1-one. The title compound was prepared according to the procedure described for intermediate 16.2 using intermediate 16.1. Rf 0.90 (EtOAc/hexanes 3/7). Intermediate 18.3: methyl(5Z)-7-{(2S)-3,3-dimethoxy-1-[3-oxo-3-(1-phenylcyclo-propyl)propyl]pyrrolidin-2-yl}hept-5-enoate. The titl... Reactants: CCCc1[nH]c(Cc2ccccc2)nc1CO, Cc1[nH]c(Cc2ccccc2)nc1CO. Yields the product CCCc1[nH]c(Cc2ccccc2)nc1C=O. As a reaction SMILES: [CH2:16]([c:17]1[cH:18][cH:19][cH:20][cH:21][cH:22]1)[c:23]1[nH:24][c:25]([CH2:30][CH2:31][CH3:32])[c:26]([CH2:28][OH:29])[n:27]1.[CH2:1]([c:2]1[nH:3][c:4]([CH3:5])[c:6]([CH2:7][OH:8])[n:9]1)[c:10]1[cH:11][cH:12][cH:13][cH:14][cH:15]1>>[CH2:16]([c:17]1[cH:18][cH:19][cH:20][cH:21][cH:22]1)[c:23]1[nH:24][c:25]([CH2:30][CH2:31][CH3:32])[c:26]([CH:28]=[O:29])[n:27]1. Starting materials: ClCCl, CC(C)(C)OC(=O)c1c(N2CCOCC2)c2ccccc2n1Cc1ccc(Cl)c(Cl)c1, O=C(O)C(F)(F)F. Yields the product O=C(O)c1c(N2CCOCC2)c2ccccc2n1Cc1ccc(Cl)c(Cl)c1. As a reaction SMILES: [Cl:39][CH2:40][Cl:41].[Cl:8][c:9]1[cH:10][c:11]([CH2:12][n:13]2[c:14]([C:28](=[O:29])[O:30][C:31]([CH3:32])([CH3:33])[CH3:34])[c:15]([N:22]3[CH2:23][CH2:24][O:25][CH2:26][CH2:27]3)[c:16]3[cH:17][cH:18][cH:19][cH:20][c:21]23)[cH:35][cH:36][c:37]1[Cl:38].[OH:1][C:2]([C:3]([F:4])([F:5])[F:6])=[O:7]>>[Cl:8][c:9]1[cH:10][c:11]([CH2:12][n:13]2[c:14]([C:28](=[O:29])[OH:30])[c:15]([N:22]3[CH2:23][CH2:24][O:25][CH2:26][CH2:27]3)[c:16]3[cH:17][cH:18][cH:19][cH:20][c:21]23)[cH:35][cH:36][c:37]1[Cl:38]. Reactants: FC1(CCC(CC1)C=CC(=O)Cl)F (3-(4,4-difluoro-cyclohexyl)-acryloyl chloride), C(C)OC(=O)C1CCC(CC1)(F)F (4,4-difluoro-cyclohexanecarboxylic acid ethyl ester), CC1(CCOCC1)C=O (4-methyl-tetrahydro-pyran-4-carbaldehyde), [N+](=O)([O-])C=1C=C(C=CC1N)C1=C(C=CC=C1)C(F)(F)F (3-nitro-2′-trifluoromethyl-biphenyl-4-ylamine). Product: C1(CCCCC1)/C(=C/C1=NC2=C(N1)C=CC(=C2)C2=C(C=CC=C2)C(F)(F)F)/C ((E)-2-(2-Cyclohexyl-propenyl)-5-(2-trifluoromethyl-phenyl)-1H-benzimidazole). As a reaction SMILES: F[C:2]1(F)[CH2:7][CH2:6][CH:5]([CH:8]=[CH:9][C:10](Cl)=O)[CH2:4][CH2:3]1.[CH2:14](OC(C1CCC(F)(F)CC1)=O)C.CC1(C=O)CCOCC1.[N+:36]([C:39]1[CH:40]=[C:41]([C:46]2[CH:51]=[CH:50][CH:49]=[CH:48][C:47]=2[C:52]([F:55])([F:54])[F:53])[CH:42]=[CH:43][C:44]=1[NH2:45])([O-])=O>>[CH:5]1(/[C:8](/[CH3:14])=[CH:9]/[C:10]2[NH:45][C:44]3[CH:43]=[CH:42][C:41]([C:46]4[CH:51]=[CH:50][CH:49]=[CH:48][C:47]=4[C:52]([F:55])([F:54])[F:53])=[CH:40][C:39]=3[N:36]=2)[CH2:6][CH2:7][CH2:2][CH2:3][CH2:4]1. Reported procedure: (E)-2-(2-Cyclohexyl-propenyl)-5-(2-trifluoromethyl-phenyl)-1H-benzimidazole was prepared from 3-(4,4-difluoro-cyclohexyl)-acryloyl chloride (prepared from 4,4-difluoro-cyclohexanecarboxylic acid ethyl ester utilizing a procedure analogous to the preparation of 4-methyl-tetrahydro-pyran-4-carbaldehyde in Example 9) and 3-nitro-2′-trifluoromethyl-biphenyl-4-ylamine (prepared as described in Example 3, STEP A) as described in Example 9, STEPS A-C. The reactants are C([O-])([O-])=O.[K+].[K+] (potassium carbonate), ClC=1C=C(C=CC1)C1=CC(=NO1)OCC1CO1 (5-(m-chlorophenyl)-3-(2,3-epoxypropoxy)isoxazole), [Cl-].[Na+] (sodium chloride). Run in C(C)#N (acetonitrile). The product is ClC=1C=C(C=CC1)C1=CC(=NO1)OCC(CO)O (5-(m-Chlorophenyl)-3-(2,3-dihydroxypropoxy)isoxazole). The yield is 82.5%. As a reaction SMILES: C(=O)([O-])[O-:2].[K+].[K+].[Cl:7][C:8]1[CH:9]=[C:10]([C:14]2[O:18][N:17]=[C:16]([O:19][CH2:20][CH:21]3[O:23][CH2:22]3)[CH:15]=2)[CH:11]=[CH:12][CH:13]=1.[Cl-].[Na+]>C(#N)C>[Cl:7][C:8]1[CH:9]=[C:10]([C:14]2[O:18][N:17]=[C:16]([O:19][CH2:20][CH:21]([OH:23])[CH2:22][OH:2])[CH:15]=2)[CH:11]=[CH:12][CH:13]=1 |f:0.1.2,4.5|. Procedure: 100 ml (72.3 mmoles) of a 10% w/v aqueous solution of potassium carbonate were added to a solution of 15.0 g (59.6 mmoles) of 5-(m-chlorophenyl)-3-(2,3-epoxypropoxy)isoxazole (prepared as described in Preparation 2) in 50 ml of acetonitrile, and the mixture was heated under reflux for 3 hours. At the end of this time, the reaction mixture was cooled by allowing it to stand, and then 400 ml of a 10% w/v aqueous solution of sodium chloride were added thereto, and the mixture was extracted twice, e...